describe an organic reaction: reactants, conditions, products, and yield From a dataset of the Open Reaction Database (ORD), a public repository of structured organic reaction records. Reactants: C(#C)C=1C=C2C(=NN(C2=CC1)C(=O)OC(C)(C)C)C1=CC=NC=C1 (Tert-butyl 5-ethynyl-3-(pyridin-4-yl)-1H-indazole-1-carboxylate), [Na+].[Cl-] (NaCl), N(=[N+]=[N-])[C@H]1CN(CCC1)C(=O)OC(C)(C)C ((R)-tert-butyl 3-azidopiperidine-1-carboxylate), CuSO4.5H2O, Na Ascorbic acid. Run in CC(C)(C)O.O (t-BuOH H2O). Run at time 8 hour. The product is C(C)(C)(C)OC(=O)N1C[C@@H](CCC1)N1N=NC(=C1)C=1C=C2C(=NN(C2=CC1)C(=O)OC(C)(C)C)C1=CC=NC=C1 ((R)-tert-butyl 5-(1-(1-(tert-butoxycarbonyl)piperidin-3-yl)-1H-1,2,3-triazol-4-yl)-3-(pyridin-4-yl)-1H-indazole-1-carboxylate). Isolated yield 123.7%. RXN SMILES: [C:1]([C:3]1[CH:4]=[C:5]2[C:9](=[CH:10][CH:11]=1)[N:8]([C:12]([O:14][C:15]([CH3:18])([CH3:17])[CH3:16])=[O:13])[N:7]=[C:6]2[C:19]1[CH:24]=[CH:23][N:22]=[CH:21][CH:20]=1)#[CH:2].[N:25]([C@@H:28]1[CH2:33][CH2:32][CH2:31][N:30]([C:34]([O:36][C:37]([CH3:40])([CH3:39])[CH3:38])=[O:35])[CH2:29]1)=[N+:26]=[N-:27].[Na+].[Cl-]>CC(O)(C)C.O>[C:37]([O:36][C:34]([N:30]1[CH2:31][CH2:32][CH2:33][C@@H:28]([N:25]2[CH:2]=[C:1]([C:3]3[CH:4]=[C:5]4[C:9](=[CH:10][CH:11]=3)[N:8]([C:12]([O:14][C:15]([CH3:18])([CH3:17])[CH3:16])=[O:13])[N:7]=[C:6]4[C:19]3[CH:20]=[CH:21][N:22]=[CH:23][CH:24]=3)[N:27]=[N:26]2)[CH2:29]1)=[O:35])([CH3:40])([CH3:38])[CH3:39] |f:2.3,4.5|. Procedure details: Tert-butyl 5-ethynyl-3-(pyridin-4-yl)-1H-indazole-1-carboxylate (0.385 g, 1.2 mmol) and (R)-tert-butyl 3-azidopiperidine-1-carboxylate (0.273 g, 1.2 mmol) were suspended in t-BuOH:H2O (1:1, 15 mL:15 mL) and then CuSO4.5H2O (0.060 g, 0.24 mmol) and Na-Ascorbic acid (0.096 g, 0.48 mmol) were added sequentially. Reaction mixture was stirred vigorously at room temperature overnight. After the completion of reaction, added sat. NaCl (30 mL), extracted with EtOAc (3×50 mL), evaporated the organic solv... The reactants are C(C)(C)(C)OC(=O)N1CCN(CC1)C1=NC=C(C=C1Cl)C(=O)O (4-(5-Carboxy-3chloro-pyridin-2-yl)-piperazine-1-carboxylic acid tert-butyl ester), C(=O)([O-])[O-].[K+].[K+] (K2CO3), CI (MeI). Run in CN(C)C=O (DMF). Product: C(C)(C)(C)OC(=O)N1CCN(CC1)C1=NC=C(C=C1Cl)C(=O)OC (4-(3-Chloro-5-methoxycarbonyl-pyridin-2-yl)-piperazine-1-carboxylic acid tert-butyl ester). As a reaction SMILES: [C:1]([O:5][C:6]([N:8]1[CH2:13][CH2:12][N:11]([C:14]2[C:19]([Cl:20])=[CH:18][C:17]([C:21]([OH:23])=[O:22])=[CH:16][N:15]=2)[CH2:10][CH2:9]1)=[O:7])([CH3:4])([CH3:3])[CH3:2].[C:24]([O-])([O-])=O.[K+].[K+].CI>CN(C=O)C>[C:1]([O:5][C:6]([N:8]1[CH2:9][CH2:10][N:11]([C:14]2[C:19]([Cl:20])=[CH:18][C:17]([C:21]([O:23][CH3:24])=[O:22])=[CH:16][N:15]=2)[CH2:12][CH2:13]1)=[O:7])([CH3:4])([CH3:2])[CH3:3] |f:1.2.3|. Reported procedure: To a mixture of 4-(5-carboxy-3-chloro-pyridin-2-yl)-piperazine-1-carboxylic acid tert-butyl ester from step (a) above (1.1 g, 3.22 mmol) and K2CO3 (0.67 g, 4.83 mmol) in DMF (10 mL) was added dropwise MeI (0.3 mL, 4.83 mmol) with stirring at room temperature. The reaction mixture was stirred at room temperature for 16 h, quenched with 20 mL of satd. aq. solution of NaHCO3 and extracted with EtOAc (50 mL). The organic extract was washed with brine (20 mL), dried over Na2SO4, filtered and concentr... Starting materials: CCCCC(CN)Cc1ccc2c(c1)OCO2, CCCCCC, CC(C)c1cccc(C(C)C)c1N=C=O. Product: CCCCC(CNC(=O)Nc1c(C(C)C)cccc1C(C)C)Cc1ccc2c(c1)OCO2. Reaction SMILES: [CH2:1]1[O:2][c:3]2[cH:4][c:5]([CH2:6][CH:7]([CH2:8][NH2:9])[CH2:10][CH2:11][CH2:12][CH3:13])[cH:14][cH:15][c:16]2[O:17]1.[CH3:33][CH2:34][CH2:35][CH2:36][CH2:37][CH3:38].[CH:18]([CH3:19])([CH3:20])[c:21]1[c:22]([N:30]=[C:31]=[O:32])[c:23]([CH:27]([CH3:28])[CH3:29])[cH:24][cH:25][cH:26]1>>[CH2:1]1[O:2][c:3]2[cH:4][c:5]([CH2:6][CH:7]([CH2:8][NH:9][C:31]([NH:30][c:22]3[c:21]([CH:18]([CH3:19])[CH3:20])[cH:26][cH:25][cH:24][c:23]3[CH:27]([CH3:28])[CH3:29])=[O:32])[CH2:10][CH2:11][CH2:12][CH3:13])[cH:14][cH:15][c:16]2[O:17]1. The reactants are CO, CN(C)C=O, COC(=O)c1ccc(-c2csc(N)n2)cc1, [Na+], C1CCOC1, [OH-]. Product: Nc1nc(-c2ccc(C(=O)O)cc2)cs1. Reaction SMILES: [CH3:22][OH:23].[CH3:26][N:27]([CH3:28])[CH:29]=[O:30].[NH2:1][c:2]1[s:3][cH:4][c:5](-[c:7]2[cH:8][cH:9][c:10]([C:11](=[O:12])[O:13][CH3:14])[cH:15][cH:16]2)[n:6]1.[Na+:25].[O:17]1[CH2:18][CH2:19][CH2:20][CH2:21]1.[OH-:24]>>[NH2:1][c:2]1[s:3][cH:4][c:5](-[c:7]2[cH:8][cH:9][c:10]([C:11](=[O:12])[OH:13])[cH:15][cH:16]2)[n:6]1. The reactants are N, O, COc1cc(F)c(C(O)CNCc2cccs2)cc1OC. Product: COc1cc(F)c(C2CNCc3sccc32)cc1OC. Reaction SMILES: [NH3:22].[OH2:23].[c:1]1([CH2:6][NH:7][CH2:8][CH:9]([c:10]2[cH:11][c:12]([O:19][CH3:20])[c:13]([O:17][CH3:18])[cH:14][c:15]2[F:16])[OH:21])[cH:2][cH:3][cH:4][s:5]1>>[c:1]12[c:2]([cH:3][cH:4][s:5]1)[CH:9]([c:10]1[cH:11][c:12]([O:19][CH3:20])[c:13]([O:17][CH3:18])[cH:14][c:15]1[F:16])[CH2:8][NH:7][CH2:6]2. Starting materials: CCO, [Cl-], CN(CCn1cnc(-c2cc3nccc(Oc4ccc([N+](=O)[O-])cc4F)c3s2)c1)C(=O)OC(C)(C)C, [NH4+], O. The product is CN(CCn1cnc(-c2cc3nccc(Oc4ccc(N)cc4F)c3s2)c1)C(=O)OC(C)(C)C. Reaction SMILES: [CH3:39][CH2:40][OH:41].[Cl-:37].[F:1][c:2]1[c:3]([O:4][c:5]2[c:6]3[c:7]([n:8][cH:9][cH:10]2)[cH:11][c:12](-[c:14]2[n:15][cH:16][n:17]([CH2:19][CH2:20][N:21]([C:22]([O:23][C:24]([CH3:25])([CH3:26])[CH3:27])=[O:28])[CH3:29])[cH:18]2)[s:13]3)[cH:30][cH:31][c:32]([N+:34]([O-:35])=[O:36])[cH:33]1.[NH4+:38].[OH2:42]>>[F:1][c:2]1[c:3]([O:4][c:5]2[c:6]3[c:7]([n:8][cH:9][cH:10]2)[cH:11][c:12](-[c:14]2[n:15][cH:16][n:17]([CH2:19][CH2:20][N:21]([C:22]([O:23][C:24]([CH3:25])([CH3:26])[CH3:27])=[O:28])[CH3:29])[cH:18]2)[s:13]3)[cH:30][cH:31][c:32]([NH2:34])[cH:33]1.